This data is from the Open Reaction Database (ORD), a public repository of structured organic reaction records. The task is: describe an organic reaction: reactants, conditions, products, and yield Reactants: CN1CCNCC1, ClC(Cl)Cl, Fc1cc2c(cc1F)C(Cl)Cc1ccccc1S2. Product: CN1CCN(C2Cc3ccccc3Sc3cc(F)c(F)cc32)CC1. Reaction SMILES: [CH3:19][N:20]1[CH2:21][CH2:22][NH:23][CH2:24][CH2:25]1.[CH:26]([Cl:27])([Cl:28])[Cl:29].[F:1][c:2]1[cH:3][c:4]2[c:5]([cH:16][c:17]1[F:18])[CH:6]([Cl:15])[CH2:7][c:8]1[c:9]([cH:11][cH:12][cH:13][cH:14]1)[S:10]2>>[F:1][c:2]1[cH:3][c:4]2[c:5]([cH:16][c:17]1[F:18])[CH:6]([N:23]1[CH2:22][CH2:21][N:20]([CH3:19])[CH2:25][CH2:24]1)[CH2:7][c:8]1[c:9]([cH:11][cH:12][cH:13][cH:14]1)[S:10]2.